This data is from the Open Reaction Database (ORD), a public repository of structured organic reaction records. The task is: describe an organic reaction: reactants, conditions, products, and yield Reactants: CN(C)c1ccncc1, OCC1CCC1, ClCCl, Cc1ccc(S(=O)(=O)Cl)cc1. The product is Cc1ccc(S(=O)(=O)OCC2CCC2)cc1. As a reaction SMILES: [CH3:21][N:22]([CH3:23])[c:24]1[cH:25][cH:26][n:27][cH:28][cH:29]1.[CH:1]1([CH2:5][OH:6])[CH2:2][CH2:3][CH2:4]1.[Cl:18][CH2:19][Cl:20].[c:7]1([CH3:17])[cH:8][cH:9][c:10]([S:13](=[O:14])(=[O:15])[Cl:16])[cH:11][cH:12]1>>[CH:1]1([CH2:5][O:6][S:13]([c:10]2[cH:9][cH:8][c:7]([CH3:17])[cH:12][cH:11]2)(=[O:14])=[O:15])[CH2:2][CH2:3][CH2:4]1. Starting materials: CCO, CC(=O)Oc1ccc2c(c1C)OCC(c1ccc(O)cc1)C2=O, c1c[nH]cn1. Product: Cc1c(O)ccc2c1OCC(c1ccc(O)cc1)C2=O. Reaction SMILES: [CH3:29][CH2:30][OH:31].[OH:1][c:2]1[cH:3][cH:4][c:5]([CH:8]2[CH2:9][O:10][c:11]3[c:12]([CH3:23])[c:13]([O:19][C:20](=[O:21])[CH3:22])[cH:14][cH:15][c:16]3[C:17]2=[O:18])[cH:6][cH:7]1.[nH:24]1[cH:25][cH:26][n:27][cH:28]1>>[OH:1][c:2]1[cH:3][cH:4][c:5]([CH:8]2[CH2:9][O:10][c:11]3[c:12]([CH3:23])[c:13]([OH:19])[cH:14][cH:15][c:16]3[C:17]2=[O:18])[cH:6][cH:7]1. Reactants: CC(C)(C)OC(=O)NCc1ccc(C(=O)Nc2ccc(Nc3nc(-c4ccc5cc(OCc6ccccc6)ccc5c4)cc4ccnn34)cc2)cc1, C1COCCO1. Product: CC(C)(C)OC(=O)NCc1ccc(C(=O)Nc2ccc(Nc3nc(-c4ccc5cc(O)ccc5c4)cc4ccnn34)cc2)cc1. Reaction SMILES: [C:1]([CH3:2])([CH3:3])([CH3:4])[O:5][C:6]([NH:7][CH2:8][c:9]1[cH:10][cH:11][c:12]([C:15]([NH:16][c:17]2[cH:18][cH:19][c:20]([NH:23][c:24]3[n:25][c:26](-[c:33]4[cH:34][c:35]5[cH:36][cH:37][c:38]([O:43][CH2:44][c:45]6[cH:46][cH:47][cH:48][cH:49][cH:50]6)[cH:39][c:40]5[cH:41][cH:42]4)[cH:27][c:28]4[n:29]3[n:30][cH:31][cH:32]4)[cH:21][cH:22]2)=[O:51])[cH:13][cH:14]1)=[O:52].[O:53]1[CH2:54][CH2:55][O:56][CH2:57][CH2:58]1>>[C:1]([CH3:2])([CH3:3])([CH3:4])[O:5][C:6]([NH:7][CH2:8][c:9]1[cH:10][cH:11][c:12]([C:15]([NH:16][c:17]2[cH:18][cH:19][c:20]([NH:23][c:24]3[n:25][c:26](-[c:33]4[cH:34][c:35]5[cH:36][cH:37][c:38]([OH:43])[cH:39][c:40]5[cH:41][cH:42]4)[cH:27][c:28]4[n:29]3[n:30][cH:31][cH:32]4)[cH:21][cH:22]2)=[O:51])[cH:13][cH:14]1)=[O:52]. The reactants are COc1ncc(-c2cc(-c3ncc(CN4CC(C)OC(C)C4)o3)c3cnn(S(=O)(=O)c4ccccc4)c3c2)cc1NS(=O)(=O)c1ccc(F)cc1F, CC(C)O, [Na+], [OH-]. The product is COc1ncc(-c2cc(-c3ncc(CN4CC(C)OC(C)C4)o3)c3cn[nH]c3c2)cc1NS(=O)(=O)c1ccc(F)cc1F. Reaction SMILES: [CH3:1][CH:2]1[O:3][CH:4]([CH3:52])[CH2:5][N:6]([CH2:8][c:9]2[cH:10][n:11][c:12](-[c:14]3[c:15]4[cH:16][n:17][n:18]([S:43]([c:44]5[cH:45][cH:46][cH:47][cH:48][cH:49]5)(=[O:50])=[O:51])[c:19]4[cH:20][c:21](-[c:23]4[cH:24][c:25]([NH:31][S:32](=[O:33])(=[O:34])[c:35]5[c:36]([F:42])[cH:37][c:38]([F:41])[cH:39][cH:40]5)[c:26]([O:29][CH3:30])[n:27][cH:28]4)[cH:22]3)[o:13]2)[CH2:7]1.[CH:55]([OH:56])([CH3:57])[CH3:58].[Na+:54].[OH-:53]>>[CH3:1][CH:2]1[O:3][CH:4]([CH3:52])[CH2:5][N:6]([CH2:8][c:9]2[cH:10][n:11][c:12](-[c:14]3[c:15]4[cH:16][n:17][nH:18][c:19]4[cH:20][c:21](-[c:23]4[cH:24][c:25]([NH:31][S:32](=[O:33])(=[O:34])[c:35]5[c:36]([F:42])[cH:37][c:38]([F:41])[cH:39][cH:40]5)[c:26]([O:29][CH3:30])[n:27][cH:28]4)[cH:22]3)[o:13]2)[CH2:7]1. Starting materials: [Cl-].[NH4+] (ammonium chloride), C1(=C(C=CC=C1)[Mg]Cl)C (ortho-tolylmagnesium chloride), O=C1CN(C1)C(=O)OC(C)(C)C (tert-butyl 3-oxoazetidine-1-carboxylate). The solvent is C1CCOC1 (THF), O1CCCC1 (tetrahydrofuran). Run at temperature -78 celsius, time 1 hour. Yields the product OC1(CN(C1)C(=O)OC(C)(C)C)C1=C(C=CC=C1)C (tert-butyl 3-hydroxy-3-o-tolylazetidine-1-carboxylate). The yield is 78.6%. RXN SMILES: [C:1]1([CH3:9])[CH:6]=[CH:5][CH:4]=[CH:3][C:2]=1[Mg]Cl.[O:10]=[C:11]1[CH2:14][N:13]([C:15]([O:17][C:18]([CH3:21])([CH3:20])[CH3:19])=[O:16])[CH2:12]1.[Cl-].[NH4+]>C1COCC1>[OH:10][C:11]1([C:2]2[CH:3]=[CH:4][CH:5]=[CH:6][C:1]=2[CH3:9])[CH2:14][N:13]([C:15]([O:17][C:18]([CH3:21])([CH3:20])[CH3:19])=[O:16])[CH2:12]1 |f:2.3|. Procedure details: 60 ml (60 mmol) of 1M ortho-tolylmagnesium chloride in THF are added dropwise to a solution of 7.4 g (43 mmol) of tert-butyl 3-oxoazetidine-1-carboxylate in 60 ml of tetrahydrofuran cooled to −78° C. After stirring for 1 h at ambient temperature, the mixture is hydrolysed with a saturated aqueous solution of ammonium chloride and then extracted with ethyl acetate. The organic phase is dried over sodium sulphate, filtered and concentrated. The beige solid obtained is purified by silica gel chroma...